Dataset: the Open Reaction Database (ORD), a public repository of structured organic reaction records. Task: describe an organic reaction: reactants, conditions, products, and yield Starting materials: C(C)C=1C=C(C=CC1)O (3-ethylphenol), Cl.O=C1C(CNCC1)C(=O)OC (methyl 4-oxo-3-piperidinecarboxylate hydrochloride). Yields the product C(C)C1=CC2=C(C=C1)C1=C(CNCC1)C(O2)=O (8-Ethyl-1,2,3,4-tetrahydro-5H-[1]benzopyrano[3,4-c]pyridin-5-one). Isolated yield 28.8%. RXN SMILES: [CH2:1]([C:3]1[CH:4]=[C:5]([OH:9])[CH:6]=[CH:7][CH:8]=1)[CH3:2].Cl.O=[C:12]1[CH2:17][CH2:16][NH:15][CH2:14][CH:13]1[C:18](OC)=[O:19]>>[CH2:1]([C:3]1[CH:8]=[CH:7][C:6]2[C:12]3[CH2:17][CH2:16][NH:15][CH2:14][C:13]=3[C:18](=[O:19])[O:9][C:5]=2[CH:4]=1)[CH3:2] |f:1.2|. Procedure details: Prepared by the method described for Example 1 from 3-ethylphenol (12.2 g, 0.1 moles) and methyl 4-oxo-3-piperidinecarboxylate hydrochloride (19.3 g, 0.1 moles). The crude material is washed with water and dried to give the product (6.6 g), mp 80°-85° C. Starting materials: O=C(O)c1ccc(Br)s1, CO, CCOC(C)=O, [Na+], [OH-], O, O=S(=O)(O)O. Product: COC(=O)c1ccc(Br)s1. As a reaction SMILES: [Br:1][c:2]1[cH:3][cH:4][c:5]([C:7](=[O:8])[OH:9])[s:6]1.[CH3:17][OH:18].[CH3:19][CH2:20][O:21][C:22]([CH3:23])=[O:24].[Na+:16].[OH-:15].[OH2:25].[S:10](=[O:11])(=[O:12])([OH:13])[OH:14]>>[Br:1][c:2]1[cH:3][cH:4][c:5]([C:7]([O:8][CH3:17])=[O:9])[s:6]1. Starting materials: CC1(COB(OC1)C=1C=C(C=C(C1)C(F)(F)F)N)C (3-(5,5-Dimethyl-[1,3,2]dioxaborinan-2-yl)-5-trifluoromethyl-phenylamine), CN1CCC(=CC1)OS(=O)(=O)C(F)(F)F (trifluoro-methanesulfonic acid 1-methyl-1,2,3,6-tetrahydro-pyridin-4-yl ester), [Li+].[Cl-] (LiCl), C1=CC=C(C=C1)P(C2=CC=CC=C2)C3=CC=CC=C3 (PPh3), C(=O)([O-])[O-].[Na+].[Na+] (Na2CO3). Run at temperature 80 celsius. The product is CN1CCC(C=C1)C=1C=C(C=C(C1)C(F)(F)F)N (3-(1-Methyl-1,2,3,4-tetrahydro-pyridin-4-yl)-5-trifluoromethyl-phenylamine). Reaction SMILES: CC1(C)COB([C:8]2[CH:9]=[C:10]([NH2:18])[CH:11]=[C:12]([C:14]([F:17])([F:16])[F:15])[CH:13]=2)OC1.[CH3:20][N:21]1[CH2:26][CH:25]=[C:24](OS(C(F)(F)F)(=O)=O)[CH2:23][CH2:22]1.[Li+].[Cl-].C1C=CC(P(C2C=CC=CC=2)C2C=CC=CC=2)=CC=1.C([O-])([O-])=O.[Na+].[Na+]>>[CH3:20][N:21]1[CH:22]=[CH:23][CH:24]([C:8]2[CH:9]=[C:10]([NH2:18])[CH:11]=[C:12]([C:14]([F:15])([F:16])[F:17])[CH:13]=2)[CH2:25][CH2:26]1 |f:2.3,5.6.7|. Reported procedure: 3-(5,5-Dimethyl-[1,3,2]dioxaborinan-2-yl)-5-trifluoromethyl-phenylamine (1.2 g) was added to trifluoro-methanesulfonic acid 1-methyl-1,2,3,6-tetrahydro-pyridin-4-yl ester (1.0 g), LiCl (500 mg, Aldrich), PPh3 (300 mg, Aldrich) and 2M Na2CO3 aqueous solution (6 ml) and was bubbled with N2 for 5 min. Pd(PPH3)4 (300 mg, Aldrich) was added and the reaction was heated to 80° C. for 16 h. The reaction was cooled to RT and diluted with Et2O (100 mL). The mixture was filtered through Celite® and the fil... The reactants are ClC1=NN=CC2=CC=CC=C12 (1-chlorophthalazine), C1=CC=C2C(=C1)C=NNC2=O (phthalazone), ClC1=CC=C(N)C=C1 (4-chloroaniline). Run in C(CCC)O (n-butanol). Yields the product ClC1=CC=C(NC2=NN=CC3=CC=CC=C23)C=C1 (1-(4-Chloroanilino)phthalazine). Reaction SMILES: Cl[C:2]1[C:11]2[C:6](=[CH:7][CH:8]=[CH:9][CH:10]=2)[CH:5]=[N:4][N:3]=1.C1C=C2C=NNC(=O)C2=CC=1.[Cl:23][C:24]1[CH:30]=[CH:29][C:27]([NH2:28])=[CH:26][CH:25]=1>C(O)CCC>[Cl:23][C:24]1[CH:30]=[CH:29][C:27]([NH:28][C:2]2[C:11]3[C:6](=[CH:7][CH:8]=[CH:9][CH:10]=3)[CH:5]=[N:4][N:3]=2)=[CH:26][CH:25]=1. Procedure details: 30 g (149 mmol) 1-chlorophthalazine (prepared from phthalazone in the manner described under Example 67A.1) and 20 g (157 mmol) 4-chloroaniline are heated in 630 ml n-butanol for 30 min to 65° C. The crude product is filtered off, washed with ether, taken up in 2 l di-chloromethane/methanol 9:1, and washed with sat. NaHCO3 solution and brine. The aqueous phases are extracted three times with dichloromethane/methanol 9:1, the organic phases dried (Na2SO4), and evaporated to a residual volume of ≈... Reactants: CC(C)C(=O)NC1CCc2c(c3cc(C#N)ccc3n2Cc2cccc(F)c2)C1, CO, O=CO, O. The product is CC(C)C(=O)NC1CCc2c(c3cc(C=O)ccc3n2Cc2cccc(F)c2)C1. RXN SMILES: [C:1](#[N:2])[c:3]1[cH:4][c:5]2[c:6]3[c:11]([n:12]([CH2:16][c:17]4[cH:18][c:19]([F:23])[cH:20][cH:21][cH:22]4)[c:13]2[cH:14][cH:15]1)[CH2:10][CH2:9][CH:8]([NH:24][C:25]([CH:26]([CH3:27])[CH3:28])=[O:29])[CH2:7]3.[CH3:34][OH:35].[CH:30](=[O:31])[OH:32].[OH2:33]>>[CH:1]([c:3]1[cH:4][c:5]2[c:6]3[c:11]([n:12]([CH2:16][c:17]4[cH:18][c:19]([F:23])[cH:20][cH:21][cH:22]4)[c:13]2[cH:14][cH:15]1)[CH2:10][CH2:9][CH:8]([NH:24][C:25]([CH:26]([CH3:27])[CH3:28])=[O:29])[CH2:7]3)=[O:31]. Reactants: BrCCCO (3-bromopropanol), C1(CCO1)=O (β-propiolactone). Reaction conditions: temperature 80 celsius. Yields the product BrCCCOCCC(=O)O (3-(3-Bromopropoxy)propionic Acid). The yield is 63.6%. RXN SMILES: [Br:1][CH2:2][CH2:3][CH2:4][OH:5].[C:6]1(=[O:10])[O:9][CH2:8][CH2:7]1>>[Br:1][CH2:2][CH2:3][CH2:4][O:5][CH2:8][CH2:7][C:6]([OH:10])=[O:9]. Procedure details: To a flask was added 3-bromopropanol (25 mL, 0.28 mol) and β-propiolactone (5.0 mL, 0.07 mol) and the resulting mixture was heated to 80° C. for 14 h. The reaction mixture was then cooled to room temperature and the excess 3-bromopropanol was removed under reduced pressure. The crude product was dissolved in dichloromethane (300 mL) and extracted with 1 N sodium hydroxide (300 mL). The aqueous layer was then acidified to pH 2 and extracted with dichloromethane (300 mL). The organic layer was the...